From a dataset of the Open Reaction Database (ORD), a public repository of structured organic reaction records. describe an organic reaction: reactants, conditions, products, and yield The reactants are N(=O)OC(C)(C)C (Tert-butyl nitrite), C(C)OC(=O)C=1NC2=CC=CC(=C2C1)OC1=C(C=CC(=C1)F)N (4-(2-Amino-5-fluoro-phenoxy)-1H-indole-2-carboxylic acid ethyl ester). Run in CN(C=O)C (dimethylformamide), C(C)OCC (diethyl ether), CN(C=O)C (dimethylformamide). Conditions: temperature 65 celsius, time 10 minute. The product is C(C)OC(=O)C=1NC2=CC=CC(=C2C1)OC1=CC(=CC=C1)F (4-(3-Fluoro-phenoxy)-1H-indole-2-carboxylic acid ethyl ester). RXN SMILES: N(OC(C)(C)C)=O.[CH2:8]([O:10][C:11]([C:13]1[NH:14][C:15]2[C:20]([CH:21]=1)=[C:19]([O:22][C:23]1[CH:28]=[C:27]([F:29])[CH:26]=[CH:25][C:24]=1N)[CH:18]=[CH:17][CH:16]=2)=[O:12])[CH3:9]>CN(C)C=O.C(OCC)C>[CH2:8]([O:10][C:11]([C:13]1[NH:14][C:15]2[C:20]([CH:21]=1)=[C:19]([O:22][C:23]1[CH:24]=[CH:25][CH:26]=[C:27]([F:29])[CH:28]=1)[CH:18]=[CH:17][CH:16]=2)=[O:12])[CH3:9]. Procedure: Tert-butyl nitrite (0.46 ml, 4.45 mmol) is dissolved in 5 ml of dimethylformamide and heated to 65° C. A solution of 143 (1.4 g, 4.45 mmol) in 5 ml of dimethylformamide is added dropwise and the mixture is stirred of additional 10 minutes. The brown solution is cooled to room temperature, diluted with diethyl ether and washed with 2N HCl and brine. The organic layers are dried over sodium sulphate and evaporated. The crude product (1.0 g of a brown oil) is further purified by flash-chromatograph... Reactants: C=CC(=O)OC, Nc1ccc(F)c(Cl)c1, O=C(O)CCNc1ccc(F)c(Cl)c1, ClCCl, O, C=CC(=O)O. Product: O=C1CCNc2cc(Cl)c(F)cc21. RXN SMILES: [C:29]([O:30][CH3:31])(=[O:32])[CH:33]=[CH2:34].[Cl:15][c:16]1[cH:17][c:18]([NH2:23])[cH:19][cH:20][c:21]1[F:22].[Cl:1][c:2]1[cH:3][c:4]([NH:9][CH2:10][CH2:11][C:12](=[O:13])[OH:14])[cH:5][cH:6][c:7]1[F:8].[Cl:35][CH2:36][Cl:37].[OH2:38].[OH:24][C:25]([CH:26]=[CH2:27])=[O:28]>>[Cl:1][c:2]1[cH:3][c:4]2[c:5]([cH:6][c:7]1[F:8])[C:12](=[O:14])[CH2:11][CH2:10][NH:9]2. Starting materials: [BH4-], O=C(O)C(F)(F)F, [Na+], [Na+], [OH-], O, CC(=O)c1ccc2c(c1)CCN2S(=O)(=O)c1ccccc1. The product is CCc1ccc2c(c1)CCN2S(=O)(=O)c1ccccc1. As a reaction SMILES: [BH4-:1].[F:26][C:27]([F:28])([F:29])[C:30]([OH:31])=[O:32].[Na+:25].[Na+:2].[OH-:24].[OH2:33].[c:3]1([S:9](=[O:10])(=[O:11])[N:12]2[CH2:13][CH2:14][c:15]3[cH:16][c:17]([C:21]([CH3:22])=[O:23])[cH:18][cH:19][c:20]32)[cH:4][cH:5][cH:6][cH:7][cH:8]1>>[c:3]1([S:9](=[O:10])(=[O:11])[N:12]2[CH2:13][CH2:14][c:15]3[cH:16][c:17]([CH2:21][CH3:22])[cH:18][cH:19][c:20]32)[cH:4][cH:5][cH:6][cH:7][cH:8]1. Reactants: C(C)(C)(C)OC(=O)NCC1=C(C=CC=C1)C1=CC=C(C=C1)CO (2'-[(t-butoxycarbonylamino)methyl]-1,1'-biphenyl-4-methanol), methanesulfonate ester, methanesulfonate ester, C(C1=CC=CC=C1)OC(=O)NC(C(=O)N[C@H]1C(NC2=C(CC1)C=CC=C2)=O)(C)C (2-Benzyloxycarbonylamino-2-methyl-N-[2,3,4,5-tetrahydro-2-oxo-1H-benzazepin-3(R)-yl]propanamide), [H-].[Na+] (sodium hydride). Run in CN(C=O)C (dimethylformamide), CN(C=O)C (dimethylformamide). Conditions: time 15 minute. Product: C(C1=CC=CC=C1)OC(=O)NC(C(=O)N[C@H]1C(N(C2=C(CC1)C=CC=C2)CC2=CC=C(C=C2)C2=C(C=CC=C2)CNC(=O)OC(C)(C)C)=O)(C)C (2-Benzyloxycarbonylamino-2-methyl-N-[2,3,4,5-tetrahydro-2-oxo-1-[[2'-[(t-butoxycarbonylamino)methyl]-[1,1'-biphenyl]-4-yl]methyl]-1H-benzazepin-3(R)-yl]-propanamide). Yield: 83.9%. RXN SMILES: [CH2:1]([O:8][C:9]([NH:11][C:12]([CH3:29])([CH3:28])[C:13]([NH:15][C@@H:16]1[CH2:22][CH2:21][C:20]2[CH:23]=[CH:24][CH:25]=[CH:26][C:19]=2[NH:18][C:17]1=[O:27])=[O:14])=[O:10])[C:2]1[CH:7]=[CH:6][CH:5]=[CH:4][CH:3]=1.[H-].[Na+].[C:32]([O:36][C:37]([NH:39][CH2:40][C:41]1[CH:46]=[CH:45][CH:44]=[CH:43][C:42]=1[C:47]1[CH:52]=[CH:51][C:50]([CH2:53]O)=[CH:49][CH:48]=1)=[O:38])([CH3:35])([CH3:34])[CH3:33]>CN(C)C=O>[CH2:1]([O:8][C:9]([NH:11][C:12]([CH3:29])([CH3:28])[C:13]([NH:15][C@@H:16]1[CH2:22][CH2:21][C:20]2[CH:23]=[CH:24][CH:25]=[CH:26][C:19]=2[N:18]([CH2:53][C:50]2[CH:49]=[CH:48][C:47]([C:42]3[CH:43]=[CH:44][CH:45]=[CH:46][C:41]=3[CH2:40][NH:39][C:37]([O:36][C:32]([CH3:35])([CH3:34])[CH3:33])=[O:38])=[CH:52][CH:51]=2)[C:17]1=[O:27])=[O:14])=[O:10])[C:2]1[CH:7]=[CH:6][CH:5]=[CH:4][CH:3]=1 |f:1.2|. Procedure details: To a solution of 819 mg (2.07 mmol) of 2-benzyloxycarbonylamino-2-methyl-N-[2,3,4,5-tetrahydro-2-oxo-1H-benzazepin-3(R)-yl]propanamide (Step A) in 7.0 mL of dry dimethylformamide under nitrogen at 0° C. was added 83 mg (2.1 mmol) of 60% sodium hydride/oil dispersion. After stirring for 15 minutes, a solution of 810 mg (2.1 mmol) of 2'-[(t-butoxycarbonylamino)methyl]-1,1'-biphenyl-4-methanol, methanesulfonate ester (Step F) in 2.0 mL of dimethylformamide was added by cannula. The flask which orig...